Task: describe an organic reaction: reactants, conditions, products, and yield. Dataset: the Open Reaction Database (ORD), a public repository of structured organic reaction records The reactants are CCN(CC)C(=O)c1ccc(F)c([N+](=O)[O-])c1, CCO, NCC1CC1. Yields the product CCN(CC)C(=O)c1ccc(NCC2CC2)c([N+](=O)[O-])c1. As a reaction SMILES: [CH2:1]([CH3:2])[N:3]([C:4]([c:5]1[cH:6][c:7]([N+:12](=[O:13])[O-:14])[c:8]([F:11])[cH:9][cH:10]1)=[O:15])[CH2:16][CH3:17].[CH3:23][CH2:24][OH:25].[CH:18]1([CH2:21][NH2:22])[CH2:19][CH2:20]1>>[CH2:1]([CH3:2])[N:3]([C:4]([c:5]1[cH:6][c:7]([N+:12](=[O:13])[O-:14])[c:8]([NH:22][CH2:21][CH:18]2[CH2:19][CH2:20]2)[cH:9][cH:10]1)=[O:15])[CH2:16][CH3:17]. The reactants are P(=O)(Cl)(Cl)Cl (phosphorus oxychloride), ice, O=C1C=CC(=NN1)C(=O)OCCCC (n-butyl 6-oxo-1,6-dihydropyridazine-3-carboxylate). Run in C(C)#N (acetonitrile), O (water), C(C)#N (acetonitrile). Yields the product ClC1=CC=C(N=N1)C(=O)OCCCC (n-butyl 6-chloropyridazine-3-carboxylate). Yield: 80.0%. As a reaction SMILES: P(Cl)(Cl)([Cl:3])=O.O=[C:7]1[NH:12][N:11]=[C:10]([C:13]([O:15][CH2:16][CH2:17][CH2:18][CH3:19])=[O:14])[CH:9]=[CH:8]1>C(#N)C.O>[Cl:3][C:7]1[N:12]=[N:11][C:10]([C:13]([O:15][CH2:16][CH2:17][CH2:18][CH3:19])=[O:14])=[CH:9][CH:8]=1. Reported procedure: To a mixture of phosphorus oxychloride (20 ml) and acetonitrile (40 ml) heated at reflux was added a solution of n-butyl 6-oxo-1,6-dihydropyridazine-3-carboxylate (20 g) in acetonitrile (80 ml). The reaction was heated at reflux for 30 minutes, cooled and added to an ice cooled solution of K2C03 (87.8 g) in water (600 ml) with vigorous stirring. The product was filtered off, washed with water and dried at 60° C. to give n-butyl 6-chloropyridazine-3-carboxylate (17.5 g, 80% yield), mpt 110-111° C... Starting materials: C1(CCCCC1)C(C=1OC2=C(C1C)C=C(C=C2)F)NC2=CC=C(C=N2)C(=O)NCCC(=O)OCC (ethyl 3-{[(6-{[cyclohexyl(5-fluoro-3-methyl-1-benzofuran-2-yl)methyl]amino}pyridin-3-yl)carbonyl]amino}propanoate), O1CCCC1 (tetrahydrofuran), [OH-].[Na+] (sodium hydroxide). Run in C(C)O (ethanol). Conditions: time 8 hour. Yields the product C1(CCCCC1)C(C=1OC2=C(C1C)C=C(C=C2)F)NC2=CC=C(C=N2)C(=O)NCCC(=O)O (3-{[(6-{[cyclohexyl(5-fluoro-3-methyl-1-benzofuran-2-yl)methyl]amino}pyridin-3-yl)carbonyl]amino}propanoic acid). Isolated yield 83.3%. Reaction SMILES: [CH:1]1([CH:7]([NH:19][C:20]2[N:25]=[CH:24][C:23]([C:26]([NH:28][CH2:29][CH2:30][C:31]([O:33]CC)=[O:32])=[O:27])=[CH:22][CH:21]=2)[C:8]2[O:9][C:10]3[CH:17]=[CH:16][C:15]([F:18])=[CH:14][C:11]=3[C:12]=2[CH3:13])[CH2:6][CH2:5][CH2:4][CH2:3][CH2:2]1.O1CCCC1.[OH-].[Na+]>C(O)C>[CH:1]1([CH:7]([NH:19][C:20]2[N:25]=[CH:24][C:23]([C:26]([NH:28][CH2:29][CH2:30][C:31]([OH:33])=[O:32])=[O:27])=[CH:22][CH:21]=2)[C:8]2[O:9][C:10]3[CH:17]=[CH:16][C:15]([F:18])=[CH:14][C:11]=3[C:12]=2[CH3:13])[CH2:6][CH2:5][CH2:4][CH2:3][CH2:2]1 |f:2.3|. Reported procedure: To a mixture of ethyl 3-{[(6-{[cyclohexyl(5-fluoro-3-methyl-1-benzofuran-2-yl)methyl]amino}pyridin-3-yl)carbonyl]amino}propanoate (366 mg) synthesized above, tetrahydrofuran (5 mL) and ethanol (5 mL) was added 1N aqueous sodium hydroxide solution (1.00 mL), and the mixture was stirred at room temperature overnight, and concentrated under reduced pressure. The residue was dissolved in water (10 mL), and 1N hydrochloric acid (1.00 mL) was added at 0° C. The resulting precipitate was collected by f... Reactants: O=C([O-])[O-], Cc1ccc(S(=O)(=O)OCCc2cc3ccc(Br)cc3cn2)cc1, CC1CCCN1, CC#N, [K+], [K+]. Product: CC1CCCN1CCc1cc2ccc(Br)cc2cn1. RXN SMILES: [C:31](=[O:32])([O-:33])[O-:34].[CH3:1][c:2]1[cH:3][cH:4][c:5]([S:6]([O:7][CH2:12][CH2:13][c:14]2[n:15][cH:16][c:17]3[cH:18][c:19]([Br:24])[cH:20][cH:21][c:22]3[cH:23]2)(=[O:8])=[O:9])[cH:10][cH:11]1.[CH3:25][CH:26]1[NH:27][CH2:28][CH2:29][CH2:30]1.[CH3:37][C:38]#[N:39].[K+:35].[K+:36]>>[CH2:12]([CH2:13][c:14]1[n:15][cH:16][c:17]2[cH:18][c:19]([Br:24])[cH:20][cH:21][c:22]2[cH:23]1)[N:27]1[CH:26]([CH3:25])[CH2:30][CH2:29][CH2:28]1. Starting materials: C(C=C)SCCNC(CCN1C=CC=C1)=O (N-(2-Allylsulfanyl-ethyl)-3-pyrrol-1-yl-propionamide), ClC=1C=C(C(=O)OO)C=CC1 (Meta-chloroperoxybenzoic acid). Run in ClCCl (dichloromethane). The product is ClC=1C=C(C(=O)O)C=CC1 (meta-chlorobenzoic acid). Isolated yield 60.0%. Reaction SMILES: C(SCCNC(=O)CCN1C=CC=C1)C=C.[Cl:17][C:18]1[CH:19]=[C:20]([CH:25]=[CH:26][CH:27]=1)[C:21]([O:23]O)=[O:22]>ClCCl>[Cl:17][C:18]1[CH:19]=[C:20]([CH:25]=[CH:26][CH:27]=1)[C:21]([OH:23])=[O:22]. Reported procedure: N-(2-Allylsulfanyl-ethyl)-3-pyrrol-1-yl-propionamide (0.3704 g, 1.554 mmol, 1 equiv) was taken up in 100 ml of dichloromethane with stirring under nitrogen. The reaction mixture was cooled to between 0-4 C. Meta-chloroperoxybenzoic acid (0.4815 g, 2.790 mmol, 1.8 equiv) was added to the mixture and the reaction stirred at 0-4 C for 16 hours. The solvent was removed in vacuo and purification by flash chromatography on silica: eluting with ethyl acetate gave the by-product meta-chlorobenzoic acid....